This data is from the Open Reaction Database (ORD), a public repository of structured organic reaction records. The task is: describe an organic reaction: reactants, conditions, products, and yield Starting materials: Cc1cc(C)c(N)c(NCC(NC(=O)OC(C)(C)C)C(=O)O)c1, CC(C)COC(=O)Cl, C1CCOC1, CN1CCOCC1, CCOC(C)=O. The product is Cc1cc(C)c2c(c1)NCC(NC(=O)OC(C)(C)C)C(=O)N2. As a reaction SMILES: [C:1]([CH3:2])([CH3:3])([CH3:4])[O:5][C:6](=[O:7])[NH:8][CH:9]([C:10](=[O:11])[OH:12])[CH2:13][NH:14][c:15]1[c:16]([NH2:23])[c:17]([CH3:22])[cH:18][c:19]([CH3:21])[cH:20]1.[CH2:31]([O:32][C:33]([Cl:34])=[O:35])[CH:36]([CH3:37])[CH3:38].[CH2:45]1[O:46][CH2:47][CH2:48][CH2:49]1.[CH3:24][N:25]1[CH2:26][CH2:27][O:28][CH2:29][CH2:30]1.[CH3:39][CH2:40][O:41][C:42]([CH3:43])=[O:44]>>[C:1]([CH3:2])([CH3:3])([CH3:4])[O:5][C:6](=[O:7])[NH:8][CH:9]1[C:10](=[O:11])[NH:23][c:16]2[c:15]([cH:20][c:19]([CH3:21])[cH:18][c:17]2[CH3:22])[NH:14][CH2:13]1. Reactants: C(CC(=O)OC(C)(C)C)(=O)OC(C)(C)C (Di-t-butyl malonate), [H-].[Na+] (sodium hydride), FC=1C(=C(C=C(C1)F)OC)[N+](=O)[O-] (3,5 Difluoro-2-nitro-anisole). Run in CN1CCCC1=O (N-methyl pyrrolidinone). Product: FC=1C=C(C=C(C1[N+](=O)[O-])OC)C(C(=O)OC(C)(C)C)C(=O)OC(C)(C)C (Di-t-butyl 3-fluoro-5-methoxy-4-nitrophenylmalonate). Yield: 42.2%. RXN SMILES: [C:1]([O:11][C:12]([CH3:15])([CH3:14])[CH3:13])(=[O:10])[CH2:2][C:3]([O:5][C:6]([CH3:9])([CH3:8])[CH3:7])=[O:4].[H-].[Na+].[F:18][C:19]1[C:20]([N+:28]([O-:30])=[O:29])=[C:21]([O:26][CH3:27])[CH:22]=[C:23](F)[CH:24]=1>CN1C(=O)CCC1>[F:18][C:19]1[CH:24]=[C:23]([CH:2]([C:3]([O:5][C:6]([CH3:7])([CH3:8])[CH3:9])=[O:4])[C:1]([O:11][C:12]([CH3:15])([CH3:14])[CH3:13])=[O:10])[CH:22]=[C:21]([O:26][CH3:27])[C:20]=1[N+:28]([O-:30])=[O:29] |f:1.2|. Procedure: Di-t-butyl malonate(18 g) was added dropwise to a stirred suspension of sodium hydride[60% dispersion in mineral oil](3.3 g) in N-methyl pyrrolidinone(100 mL) under an atmosphere of argon and the mixture was stirred until effervescence ceased. 3,5 Difluoro-2-nitro-anisole(6.4 g) was added and the mixture was stirred at 80° C. for 2 h. The mixture was cooled to room temperature then partitioned between water and ether and then the ether extract was dried and evaporated to dryness. The residue was... Reactants: C(#N)C1=C(C=O)C=CC=C1 (2-cyanobenzaldehyde), C1(CC(CCC1)=O)=O (cyclohexane-1,3-dione), C(C)OC(CC(N)=N)=O (amidinoacetic acid ethyl ester). Solvent: C(C)O (ethanol), C(C)O (ethanol). The product is C(C)OC(=O)C1=C(NC=2CCCC(C2C1C1=C(C=CC=C1)C#N)=O)N (2-amino-4-(2-cyanophenyl)-1,4,5,6,7,8-hexahydro-5-oxoquinoline-3-carboxylic acid ethyl ester). Yield: 49.0%. RXN SMILES: [C:1]([C:3]1[CH:10]=[CH:9][CH:8]=[CH:7][C:4]=1[CH:5]=O)#[N:2].[C:11]1(=[O:18])[CH2:16][CH2:15][CH2:14][C:13](=O)[CH2:12]1.[CH2:19]([O:21][C:22](=[O:27])[CH2:23][C:24](=[NH:26])[NH2:25])[CH3:20]>C(O)C>[CH2:19]([O:21][C:22]([C:23]1[CH:5]([C:4]2[CH:7]=[CH:8][CH:9]=[CH:10][C:3]=2[C:1]#[N:2])[C:12]2[C:11](=[O:18])[CH2:16][CH2:15][CH2:14][C:13]=2[NH:25][C:24]=1[NH2:26])=[O:27])[CH3:20]. Reported procedure: Upon heating a solution of 6.5 g of 2-cyanobenzaldehyde, 5.6 g of cyclohexane-1,3-dione and 6.5 g of amidinoacetic acid ethyl ester in 100 ml of ethanol for 5 hours, 2-amino-4-(2-cyanophenyl)-1,4,5,6,7,8-hexahydro-5-oxoquinoline-3-carboxylic acid ethyl ester of melting point 165°C (ethanol) is obtained.